Dataset: the Open Reaction Database (ORD), a public repository of structured organic reaction records. Task: describe an organic reaction: reactants, conditions, products, and yield The reactants are C(C)OC(C1=CC(=CC=C1)C(OC1CCN(CC1)C)C=1SC2=C(N1)C=CC=C2)=O (3-[benzothiazol-2-yl(1-methylpiperidin-4-yloxy)methyl]benzoic acid ethyl ester), [H-].[Al+3].[Li+].[H-].[H-].[H-] (lithium aluminum hydride), [H-].[Al+3].[Li+].[H-].[H-].[H-] (lithium aluminum hydride). Run in O1CCCC1 (tetrahydrofurane). The product is S1C(=NC2=C1C=CC=C2)C(C=2C=C(C=CC2)CO)OC2CCN(CC2)C ({3-[benzothiazol-2-yl(1-methylpiperidin-4-yloxy)methyl]phenyl}methanol). Reaction SMILES: C([O:3][C:4](=O)[C:5]1[CH:10]=[CH:9][CH:8]=[C:7]([CH:11]([C:20]2[S:21][C:22]3[CH:28]=[CH:27][CH:26]=[CH:25][C:23]=3[N:24]=2)[O:12][CH:13]2[CH2:18][CH2:17][N:16]([CH3:19])[CH2:15][CH2:14]2)[CH:6]=1)C.[H-].[Al+3].[Li+].[H-].[H-].[H-]>O1CCCC1>[S:21]1[C:22]2[CH:28]=[CH:27][CH:26]=[CH:25][C:23]=2[N:24]=[C:20]1[CH:11]([O:12][CH:13]1[CH2:18][CH2:17][N:16]([CH3:19])[CH2:15][CH2:14]1)[C:7]1[CH:6]=[C:5]([CH2:4][OH:3])[CH:10]=[CH:9][CH:8]=1 |f:1.2.3.4.5.6|. Reported procedure: A solution of 3-[benzothiazol-2-yl(1-methylpiperidin-4-yloxy)methyl]benzoic acid ethyl ester (0.55 g, example 206) in tetrahydrofurane (10 mL) is treated with lithium aluminum hydride (76 mg) at room temperature for 1 h. Two other additions of lithium aluminum hydride (76 mg each) allow a complete conversion. The mixture is then hydrolyzed with water (178 μL), 5% sodium hydroxide (178 μL) and water (535 μL), filtered through a pad of clarcel and concentrated under reduced pressure. The residue i... Reactants: Cl.C(C)OC(=O)C1(OC2=C(O1)C=CC(=C2)C[C@@H](C)NC[C@H](O)C2=CC(=CC=C2)Cl)C(=O)OCC ((R,R)-5-{2-[2-(3-chloro-phenyl)-2-hydroxy-ethylamino]-propyl}-benzo[1,3]dioxole-2,2-dicarboxylic acid diethyl ester hydrochloride salt), CCN(C(C)C)C(C)C (i-Pr2NEt), ClC(=O)OCC(Cl)(Cl)Cl (2,2,2-trichloroethyl chloroformate). Run in C(Cl)Cl (CH2Cl2). Reaction conditions: time 6 hour. Yields the product C(C)OC(=O)C1(OC2=C(O1)C=CC(=C2)C[C@@H](C)N(C(=O)OCC(Cl)(Cl)Cl)C[C@H](O)C2=CC(=CC=C2)Cl)C(=O)OCC ((R,R)-5-{2-[[2-(3-Chloro-phenyl)-2-hydroxy-ethyl]-(2,2,2-trichloro-ethoxycarbonyl)-amino]-propyl}-benzo[1,3]dioxole-2,2-dicarboxylic acid diethyl ester). Isolated yield 91.0%. As a reaction SMILES: Cl.[CH2:2]([O:4][C:5]([C:7]1([C:30]([O:32][CH2:33][CH3:34])=[O:31])[O:11][C:10]2[CH:12]=[CH:13][C:14]([CH2:16][C@H:17]([NH:19][CH2:20][C@@H:21]([C:23]3[CH:28]=[CH:27][CH:26]=[C:25]([Cl:29])[CH:24]=3)[OH:22])[CH3:18])=[CH:15][C:9]=2[O:8]1)=[O:6])[CH3:3].CCN(C(C)C)C(C)C.Cl[C:45]([O:47][CH2:48][C:49]([Cl:52])([Cl:51])[Cl:50])=[O:46]>C(Cl)Cl>[CH2:2]([O:4][C:5]([C:7]1([C:30]([O:32][CH2:33][CH3:34])=[O:31])[O:11][C:10]2[CH:12]=[CH:13][C:14]([CH2:16][C@H:17]([N:19]([CH2:20][C@@H:21]([C:23]3[CH:28]=[CH:27][CH:26]=[C:25]([Cl:29])[CH:24]=3)[OH:22])[C:45]([O:47][CH2:48][C:49]([Cl:52])([Cl:51])[Cl:50])=[O:46])[CH3:18])=[CH:15][C:9]=2[O:8]1)=[O:6])[CH3:3] |f:0.1|. Procedure details: To a 0° C. solution of 3.0 g (5.83 mmol) (R,R)-5-{2-[2-(3-chloro-phenyl)-2-hydroxy-ethylamino]-propyl}-benzo[1,3]dioxole-2,2-dicarboxylic acid diethyl ester hydrochloride salt and 60 mL CH2Cl2 was added 2.54 mL (1.88 g, 14.57 mmol) of i-Pr2NEt followed by 0.84 mL (1.30 g, 6.12 mmol) of 2,2,2-trichloroethyl chloroformate. After stirring at room temperature for 6 h, the reaction mixture was quenched with 10 mL sat. aq. NaHCO3, and extracted with 3×100 mL Et2O. The combined organics were washed wit... Reactants: CCOC(=O)c1cc2ccc(Br)cc2[nH]1, O=C([O-])[O-], CCO, Cc1ccc(OB(O)O)cc1, [K+], [K+], O, Cc1ccccc1, c1ccc(P(c2ccccc2)(c2ccccc2)[Pd](P(c2ccccc2)(c2ccccc2)c2ccccc2)(P(c2ccccc2)(c2ccccc2)c2ccccc2)P(c2ccccc2)(c2ccccc2)c2ccccc2)cc1. Product: CCOC(=O)c1cc2ccc(-c3ccc(C)cc3)cc2[nH]1. Reaction SMILES: [Br:1][c:2]1[cH:3][cH:4][c:5]2[cH:6][c:7]([C:11](=[O:12])[O:13][CH2:14][CH3:15])[nH:8][c:9]2[cH:10]1.[C:27](=[O:28])([O-:29])[O-:30].[CH2:111]([OH:112])[CH3:113].[CH3:16][c:17]1[cH:18][cH:19][c:20]([O:23][B:24]([OH:25])[OH:26])[cH:21][cH:22]1.[K+:31].[K+:32].[OH2:110].[c:114]1([CH3:115])[cH:116][cH:117][cH:118][cH:119][cH:120]1.[cH:33]1[cH:34][cH:35][c:36]([P:37]([Pd:38]([P:39]([c:40]2[cH:41][cH:42][cH:43][cH:44][cH:45]2)([c:46]2[cH:47][cH:48][cH:49][cH:50][cH:51]2)[c:52]2[cH:53][cH:54][cH:55][cH:56][cH:57]2)([P:58]([c:59]2[cH:60][cH:61][cH:62][cH:63][cH:64]2)([c:65]2[cH:66][cH:67][cH:68][cH:69][cH:70]2)[c:71]2[cH:72][cH:73][cH:74][cH:75][cH:76]2)[P:77]([c:78]2[cH:79][cH:80][cH:81][cH:82][cH:83]2)([c:84]2[cH:85][cH:86][cH:87][cH:88][cH:89]2)[c:90]2[cH:91][cH:92][cH:93][cH:94][cH:95]2)([c:96]2[cH:97][cH:98][cH:99][cH:100][cH:101]2)[c:102]2[cH:103][cH:104][cH:105][cH:106][cH:107]2)[cH:108][cH:109]1>>[c:2]1(-[c:20]2[cH:19][cH:18][c:17]([CH3:16])[cH:22][cH:21]2)[cH:3][cH:4][c:5]2[cH:6][c:7]([C:11](=[O:12])[O:13][CH2:14][CH3:15])[nH:8][c:9]2[cH:10]1. Reactants: BrC=1C=CC2=C(C=3N(C4CC2C4)C(=C(N3)C(=O)OC)I)C1 (methyl 10-bromo-3-iodo-6,7-dihydro-5H-5,7-methanobenzo[c]imidazo[1,2-a]azepine-2-carboxylate), [I-].CC1(COC1)C[Zn+] (((3-methyloxetan-3-yl)methyl)zinc(II) iodide). Run in CC(=O)N(C)C (DMA). Conditions: temperature 90 celsius, time 1 minute. Yields the product BrC=1C=CC2=C(C=3N(C4CC2C4)C(=C(N3)C(=O)OC)CC3(COC3)C)C1 (methyl 10-bromo-3-((3-methyloxetan-3-yl)methyl)-6,7-dihydro-5H-5,7-methanobenzo[c]imidazo[1,2-a]azepine-2-carboxylate). Yield: 40.4%. RXN SMILES: [Br:1][C:2]1[CH:3]=[CH:4][C:5]2[CH:11]3[CH2:12][CH:9]([CH2:10]3)[N:8]3[C:13](I)=[C:14]([C:16]([O:18][CH3:19])=[O:17])[N:15]=[C:7]3[C:6]=2[CH:21]=1.[I-].[CH3:23][C:24]1([CH2:28][Zn+])[CH2:27][O:26][CH2:25]1>CC(N(C)C)=O>[Br:1][C:2]1[CH:3]=[CH:4][C:5]2[CH:11]3[CH2:12][CH:9]([CH2:10]3)[N:8]3[C:13]([CH2:23][C:24]4([CH3:28])[CH2:27][O:26][CH2:25]4)=[C:14]([C:16]([O:18][CH3:19])=[O:17])[N:15]=[C:7]3[C:6]=2[CH:21]=1 |f:1.2|. Reported procedure: A solution of methyl 10-bromo-3-iodo-6,7-dihydro-5H-5,7-methanobenzo[c]imidazo[1,2-a]azepine-2-carboxylate (75 mg, 0.16 mmol) in 1 mL DMA was sparged with nitrogen and treated with ((3-methyloxetan-3-yl)methyl)zinc(II) iodide (1.11 mL, 0.59 M, 0.65 mmol) reagent while nitrogen was sparging. After 1 min, solid Pd(PPh3)4 (ca. 10 mol %) was added and the mixture stirred at 90° C. overnight. The mixture was diluted with ammonium chloride and extracted with ethyl acetate. The combined organics were w... Reaction SMILES: [CH3:1][C:2]1[C:7]([OH:8])=[CH:6][CH:5]=[CH:4][C:3]=1[C:9]([NH:11][C@H:12]([C@H:21]([OH:40])[CH2:22][N:23]1[C@H:32]([C:33]([NH:35][C:36]([CH3:39])([CH3:38])[CH3:37])=[O:34])[CH2:31][C@H:30]2[C@H:25]([CH2:26][CH2:27][CH2:28][CH2:29]2)[CH2:24]1)[CH2:13][S:14][C:15]1[CH:16]=[CH:17][CH:18]=[CH:19][CH:20]=1)=[O:10].[CH3:41][S:42]([OH:45])(=[O:44])=[O:43].CC(C)=O>CO>[CH3:1][C:2]1[C:7]([OH:8])=[CH:6][CH:5]=[CH:4][C:3]=1[C:9]([NH:11][C@H:12]([C@H:21]([OH:40])[CH2:22][N:23]1[C@H:32]([C:33]([NH:35][C:36]([CH3:38])([CH3:37])[CH3:39])=[O:34])[CH2:31][C@H:30]2[C@H:25]([CH2:26][CH2:27][CH2:28][CH2:29]2)[CH2:24]1)[CH2:13][S:14][C:15]1[CH:20]=[CH:19][CH:18]=[CH:17][CH:16]=1)=[O:10].[CH3:41][S:42]([OH:45])(=[O:44])=[O:43] |f:4.5|. Solvent: CO (methanol). Yields the product CC1=C(C=CC=C1O)C(=O)N[C@@H](CSC=2C=CC=CC2)[C@@H](CN3C[C@H]4CCCC[C@H]4C[C@H]3C(=O)NC(C)(C)C)O.CS(=O)(=O)O (Nelfinavir Mesylate). The reactants are CC1=C(C=CC=C1O)C(=O)N[C@@H](CSC=2C=CC=CC2)[C@@H](CN3C[C@H]4CCCC[C@H]4C[C@H]3C(=O)NC(C)(C)C)O (Nelfinavir), CS(=O)(=O)O (methanesulfonic acid), CC(=O)C (acetone). Reported procedure: Nelfinavir base (15 g) is suspended in methanol (22.5 ml), and methanesulfonic acid (2.55 g) is added at temperature below 45° C. over 30 min. The reaction mixture is maintained at 40° C. to 45° C. for 1 hr to get clear solution. The obtained clear solution is cooled to a temperature of 25° C. to 30° C., acetone (87 ml) is added over 30 min and mixed for 2 hrs at 25° C. to 30° C. The reaction mass is cooled to 0° C. to 5° C. and maintained for 2 hrs. The precipitated solid is filtered, washed wi... Starting materials: NC1=CC=C(C=C1)N1N=C(N=C1SC)C1=CC=NC=C1 (1-(4-aminophenyl)-5-methylthio-3-(4-pyridyl)-1H-1,2,4-triazole), CC1=C(SC=C1)C=O (3-methylthiophene-2-carboxaldehyde), C(#N)[BH3-].[Na+] (sodium cyanoborohydride). The solvent is C(C)(=O)O (acetic acid), CO (MeOH). Reaction conditions: time 48 hour. The product is CC1=C(SC=C1)CNC1=CC=C(C=C1)N1N=C(N=C1SC)C1=CC=NC=C1 ((3-Methylthien-2-ylmethyl)-[4-(5-methylthio-3-pyridin-4-yl-1H-1,2,4-triazol-1-yl)phenyl]amine), solid. As a reaction SMILES: [NH2:1][C:2]1[CH:7]=[CH:6][C:5]([N:8]2[C:12]([S:13][CH3:14])=[N:11][C:10]([C:15]3[CH:20]=[CH:19][N:18]=[CH:17][CH:16]=3)=[N:9]2)=[CH:4][CH:3]=1.[CH3:21][C:22]1[CH:26]=[CH:25][S:24][C:23]=1[CH:27]=O.C([BH3-])#N.[Na+]>C(O)(=O)C.CO>[CH3:21][C:22]1[CH:26]=[CH:25][S:24][C:23]=1[CH2:27][NH:1][C:2]1[CH:7]=[CH:6][C:5]([N:8]2[C:12]([S:13][CH3:14])=[N:11][C:10]([C:15]3[CH:16]=[CH:17][N:18]=[CH:19][CH:20]=3)=[N:9]2)=[CH:4][CH:3]=1 |f:2.3|. Procedure details: A stirred solution of 1-(4-aminophenyl)-5-methylthio-3-(4-pyridyl)-1H-1,2,4-triazole (Example 1) (100 mg, 0.35 mmol) and 3-methylthiophene-2-carboxaldehyde (44 mg, 0.35 mmol) in 5% acetic acid in MeOH (4 mL) at room temperature was treated with sodium cyanoborohydride (55 mg, 0.88 mmol) and the reaction mixture was further stirred at room temperature for 48 h. The reaction mixture was concentrated, diluted with EtOAc, washed with NaHCO3 solution, brine and dried (MgSO4). The residue obtained on ... Reactants: O=Cc1ccc(F)cc1Br, C[Si](C)(C)C#N, ClCCl, Cl, [I-], [I-], [Na+], [Na+], O=C([O-])[O-], [Zn+2]. The product is NCC(O)c1ccc(F)cc1Br. Reaction SMILES: [Br:7][c:8]1[c:9]([CH:10]=[O:11])[cH:12][cH:13][c:14]([F:16])[cH:15]1.[CH3:1][Si:2]([CH3:3])([CH3:4])[C:5]#[N:6].[Cl:24][CH2:25][Cl:26].[ClH:17].[I-:27].[I-:28].[Na+:18].[Na+:19].[O-:20][C:21](=[O:22])[O-:23].[Zn+2:29]>>[CH2:5]([NH2:6])[CH:10]([c:9]1[c:8]([Br:7])[cH:15][c:14]([F:16])[cH:13][cH:12]1)[OH:11].